From a dataset of the Open Reaction Database (ORD), a public repository of structured organic reaction records. describe an organic reaction: reactants, conditions, products, and yield Product: BrCC1=CC=C(S1)C(=O)OC (Methyl 5-(bromomethyl)thiophene-2-carboxylate). Procedure: Add freshly recrystallised NBS (323.8 g, 1.81 mol) to a solution of methyl-5-methylthiophene-2-carboxylate (258 g, 1.65 mol) in chloroform (2.6 L) at room temperature, and stir. Add benzoyl peroxide (3.99 g, 0.016 mol) and heat the reaction mixture to reflux for 7 hours. Cool the reaction mixture to ambient temperature and filter through diatomaceous earth. Wash the filter cake with chloroform (250 ml). Collect the organic layers and remove the solvent to give the title compound (388 g, 100%), w... The reagents and catalysts are C(C1=CC=CC=C1)(=O)OOC(C1=CC=CC=C1)=O (benzoyl peroxide). As a reaction SMILES: C1C(=O)N([Br:8])C(=O)C1.[CH3:9][O:10][C:11]([C:13]1[S:14][C:15]([CH3:18])=[CH:16][CH:17]=1)=[O:12]>C(Cl)(Cl)Cl.C(OOC(=O)C1C=CC=CC=1)(=O)C1C=CC=CC=1>[Br:8][CH2:18][C:15]1[S:14][C:13]([C:11]([O:10][CH3:9])=[O:12])=[CH:17][CH:16]=1. The reactants are C1CC(=O)N(C1=O)Br (NBS), COC(=O)C=1SC(=CC1)C (methyl-5-methylthiophene-2-carboxylate). Isolated yield 100.0%. Run in C(Cl)(Cl)Cl (chloroform). The reactants are C(C)(C)(C)OC(=O)N1CCC(CC1)(C(NC)=O)CC1=CC=CC=C1 (4-Benzyl-4-methylcarbamoylpiperidine-1-carboxylic acid tert-butyl ester). The yield is 76.7%. Procedure details: 4-Benzyl-4-methylcarbamoylpiperidine-1-carboxylic acid tert-butyl ester (2.8 g) was dissolved in a mixture of TFA and methylene chloride and stirred for 40 min. The solvent was removed in vacuo and the residue was dissolved in water (30 ml) and pH was adjusted to 13 with aqueous sodium hydroxide (1N). The aqueous phase was extracted with methylene chloride (3×75 ml) and the combined organic phases were dried (MgSO4) and evaporated in vacuo to afford 1.50 g of 4-benzylpiperidine-4-carboxylic acid... RXN SMILES: C(OC([N:8]1[CH2:13][CH2:12][C:11]([CH2:18][C:19]2[CH:24]=[CH:23][CH:22]=[CH:21][CH:20]=2)([C:14](=[O:17])[NH:15][CH3:16])[CH2:10][CH2:9]1)=O)(C)(C)C>C(O)(C(F)(F)F)=O.C(Cl)Cl>[CH3:16][NH:15][C:14]([C:11]1([CH2:18][C:19]2[CH:20]=[CH:21][CH:22]=[CH:23][CH:24]=2)[CH2:10][CH2:9][NH:8][CH2:13][CH2:12]1)=[O:17]. Yields the product CNC(=O)C1(CCNCC1)CC1=CC=CC=C1 (4-benzylpiperidine-4-carboxylic acid methylamide). Conditions: time 40 minute. Run in C(=O)(C(F)(F)F)O (TFA), C(Cl)Cl (methylene chloride). Starting materials: Cl.CC=1N=C(OC1C)[C@@H](CC1=CNC2=CC=CC=C12)N ((1R)-1-(4,5-dimethyl-1,3-oxazol-2-yl)-2-(1H-indol-3-yl)-1-ethanamine hydrochloride), CCCCC(CCCC)=O (5-nonanone). Run in C(C)(C)O (isopropanol). The product is Cl.C(CCC)C1(N[C@H](CC=2C3=CC=CC=C3NC12)C=1OC(=C(N1)C)C)CCCC ((3R)-1,1-Dibutyl-3-(4,5-dimethyl-1,3-oxazol-2-yl)-2,3,4,9-tetrahydro-1H-β-carboline Hydrochloride). The yield is 9.3%. As a reaction SMILES: [ClH:1].[CH3:2][C:3]1[N:4]=[C:5]([C@H:9]([NH2:20])[CH2:10][C:11]2[C:19]3[C:14](=[CH:15][CH:16]=[CH:17][CH:18]=3)[NH:13][CH:12]=2)[O:6][C:7]=1[CH3:8].[CH3:21][CH2:22][CH2:23][CH2:24][C:25](=O)[CH2:26][CH2:27][CH2:28][CH3:29]>C(O)(C)C>[ClH:1].[CH2:24]([C:25]1([CH2:26][CH2:27][CH2:28][CH3:29])[C:12]2[NH:13][C:14]3[C:19](=[CH:18][CH:17]=[CH:16][CH:15]=3)[C:11]=2[CH2:10][C@H:9]([C:5]2[O:6][C:7]([CH3:8])=[C:3]([CH3:2])[N:4]=2)[NH:20]1)[CH2:23][CH2:22][CH3:21] |f:0.1,4.5|. Procedure: To a solution of (1R)-1-(4,5-dimethyl-1,3-oxazol-2-yl)-2-(1H-indol-3-yl)-1-ethanamine hydrochloride (1.2 g, 3.6 mmol) in isopropanol (20 ml) was added 5-nonanone (3.1 ml, 20 mmol) and the mixture was refluxed for about 24 hours. The solvent was evaporated under reduced pressure. To the residue was added water (20 ml) followed by NaHCO3 (10%) solution until neutral pH, followed by ethyl acetate (3×15 ml). After decantation and extraction the combined organic extracts were washed with water (20 ml...